Dataset: the Open Reaction Database (ORD), a public repository of structured organic reaction records. Task: describe an organic reaction: reactants, conditions, products, and yield Reactants: CN1CCNCC1 (1-methylpiperazine), CNN1C=C(C(C2=CC=C(N=C12)Cl)=O)C(=O)O (1-methylamino-7-chloro-1,4-dihydro-4-oxo-1,8-naphthyridine-3-carboxylic acid). The solvent is C(C)O (ethanol). Yields the product Cl.CNN1C=C(C(C2=CC=C(N=C12)N1CCN(CC1)C)=O)C(=O)O (1-methylamino-7-(4-methyl-1-piperazinyl)-1,4-dihydro-4-oxo-1,8-naphthyridine-3-carboxylic acid hydrochloride). The yield is 87.8%. As a reaction SMILES: [CH3:1][N:2]1[CH2:7][CH2:6][NH:5][CH2:4][CH2:3]1.[CH3:8][NH:9][N:10]1[C:19]2[C:14](=[CH:15][CH:16]=[C:17]([Cl:20])[N:18]=2)[C:13](=[O:21])[C:12]([C:22]([OH:24])=[O:23])=[CH:11]1>C(O)C>[ClH:20].[CH3:8][NH:9][N:10]1[C:19]2[C:14](=[CH:15][CH:16]=[C:17]([N:5]3[CH2:6][CH2:7][N:2]([CH3:1])[CH2:3][CH2:4]3)[N:18]=2)[C:13](=[O:21])[C:12]([C:22]([OH:24])=[O:23])=[CH:11]1 |f:3.4|. Reported procedure: 3 g of 1-methylpiperazine are added dropwise to a suspension of 2.53 g of 1-methylamino-7-chloro-1,4-dihydro-4-oxo-1,8-naphthyridine-3-carboxylic acid in 30 ml of ethanol, with stirring, the acid dissolving in a slightly exothermic reaction. The mixture is heated at the boiling point for 1 hour, the ethanol is distilled off and the reaction product is dissolved in 1N sodium hydroxide solution. The filtered solution is brought to pH 6 with 10% strength hydrochloric acid. The precipitate is filter... Procedure: A round bottom flask was charged with 1-(6-bromo-3,4-dihydroquinolin-1(2H)-yl)-2-chloroethanone (compound 1, 0.546 g, 1.892 mmol) and treated with borane-THF complex (1M in THF, 18.9 mL, 18.9 mmol, 10 equivalents) and the resulting mixture stirred overnight at room temperature. After cooling to 0° C., the reaction was quenched by dropwise addition of methanol (5 mL) and stirred for 10 minutes at 0° C. The mixture was concentrated under reduced pressure and purified directly on silica gel eluting... Yield: 99.9%. As a reaction SMILES: [Br:1][C:2]1[CH:3]=[C:4]2[C:9](=[CH:10][CH:11]=1)[N:8]([C:12](=O)[CH2:13][Cl:14])[CH2:7][CH2:6][CH2:5]2.B.C1COCC1>>[Br:1][C:2]1[CH:3]=[C:4]2[C:9](=[CH:10][CH:11]=1)[N:8]([CH2:12][CH2:13][Cl:14])[CH2:7][CH2:6][CH2:5]2 |f:1.2|. Reaction conditions: time 8 hour. Reactants: BrC=1C=C2CCCN(C2=CC1)C(CCl)=O (1-(6-bromo-3,4-dihydroquinolin-1(2H)-yl)-2-chloroethanone), BrC=1C=C2CCCN(C2=CC1)C(CCl)=O (1-(6-bromo-3,4-dihydroquinolin-1(2H)-yl)-2-chloroethanone), B.C1CCOC1 (borane THF). The product is BrC=1C=C2CCCN(C2=CC1)CCCl (6-Bromo-1-(2-chloroethyl)-1,2,3,4-tetrahydroquinoline).